Task: describe an organic reaction: reactants, conditions, products, and yield. Dataset: the Open Reaction Database (ORD), a public repository of structured organic reaction records Starting materials: CC(=O)OC(C)=O, Cc1ccsc1CN, c1ccncc1. Product: CC(=O)NCc1sccc1C. Reaction SMILES: [CH3:9][C:10](=[O:11])[O:12][C:13](=[O:14])[CH3:15].[NH2:1][CH2:2][c:3]1[s:4][cH:5][cH:6][c:7]1[CH3:8].[cH:16]1[cH:17][cH:18][n:19][cH:20][cH:21]1>>[NH:1]([CH2:2][c:3]1[s:4][cH:5][cH:6][c:7]1[CH3:8])[C:10]([CH3:9])=[O:11]. Starting materials: [H-].[Na+] (Sodium hydride), C(C)OC(=O)C1CCN(CC1)CC(CN1C2=C(CCC3=C1C=CC=C3)C=CC=C2)O (1-(3-(10,11-dihydro-5H-dibenzo[b,f]azepin-5-yl)-2-hydroxy-propyl)-4-piperidinecarboxylic acid ethyl ester), C(CC)Br (Propylbromide), ice. Solvent: CN(C=O)C (N,N-dimethylformamide). Conditions: time 16 hour. Yields the product C(C)OC(=O)C1CCN(CC1)CC(CN1C2=C(CCC3=C1C=CC=C3)C=CC=C2)OCCC (1-(3-(10,11-dihydro-5H-dibenzo[b,f]azepin-5-yl)-2-propoxypropyl)-4-piperidinecarboxylic acid ethyl ester). Isolated yield 9.0%. Reaction SMILES: [H-].[Na+].[CH2:3]([O:5][C:6]([CH:8]1[CH2:13][CH2:12][N:11]([CH2:14][CH:15]([OH:32])[CH2:16][N:17]2[C:23]3[CH:24]=[CH:25][CH:26]=[CH:27][C:22]=3[CH2:21][CH2:20][C:19]3[CH:28]=[CH:29][CH:30]=[CH:31][C:18]2=3)[CH2:10][CH2:9]1)=[O:7])[CH3:4].[CH2:33](Br)[CH2:34][CH3:35]>CN(C)C=O>[CH2:3]([O:5][C:6]([CH:8]1[CH2:9][CH2:10][N:11]([CH2:14][CH:15]([O:32][CH2:33][CH2:34][CH3:35])[CH2:16][N:17]2[C:18]3[CH:31]=[CH:30][CH:29]=[CH:28][C:19]=3[CH2:20][CH2:21][C:22]3[CH:27]=[CH:26][CH:25]=[CH:24][C:23]2=3)[CH2:12][CH2:13]1)=[O:7])[CH3:4] |f:0.1|. Procedure details: Sodium hydride (60% oil suspension, 0.108 g, 2.7 mmol) was added to a stirred solution of 1-(3-(10,11-dihydro-5H-dibenzo[b,f]azepin-5-yl)-2-hydroxy-propyl)-4-piperidinecarboxylic acid ethyl ester (1.1 g, 2.7 mmol) in dry N,N-dimethylformamide (7.5 ml). Propylbromide (0.7 g, 5.68 mmol) was added dropwise to the ice-cooled stirred solution and the reaction mixture was left at room temperature for 16 h. The mixture was concentrated in vacuo. The residue was dissolved in toluene (20 ml), washed with... The reactants are O=C([O-])O, CCc1ncc(COCOC)cc1F, C1COCCO1, CCOC(C)=O, Cl, [Na+], [Na+], [OH-], O. Product: CCc1ncc(CO)cc1F. RXN SMILES: [C:18](=[O:19])([O-:20])[OH:21].[CH2:1]([CH3:2])[c:3]1[n:4][cH:5][c:6]([CH2:10][O:11][CH2:12][O:13][CH3:14])[cH:7][c:8]1[F:9].[CH2:23]1[O:24][CH2:25][CH2:26][O:27][CH2:28]1.[CH3:30][CH2:31][O:32][C:33](=[O:34])[CH3:35].[ClH:29].[Na+:17].[Na+:22].[OH-:16].[OH2:15]>>[CH2:1]([CH3:2])[c:3]1[n:4][cH:5][c:6]([CH2:10][OH:11])[cH:7][c:8]1[F:9]. Starting materials: solution, C[Mg]Br (methylmagnesium bromide), CCOCC (ether), CON(C(=O)C1=CC=C(C=C1)C1(CCC1)NC(OC(C)(C)C)=O)C (tert-butyl (1-(4-(methoxy(methyl)carbamoyl)phenyl)cyclobutyl)carbamate). The solvent is O1CCCC1 (tetrahydrofuran). Conditions: time 8 hour. The product is C(C)(=O)C1=CC=C(C=C1)C1(CCC1)NC(OC(C)(C)C)=O (tert-butyl (1-(4-acetylphenyl)cyclobutyl)carbamate). Reaction SMILES: CON(C)[C:4]([C:6]1[CH:11]=[CH:10][C:9]([C:12]2([NH:16][C:17](=[O:23])[O:18][C:19]([CH3:22])([CH3:21])[CH3:20])[CH2:15][CH2:14][CH2:13]2)=[CH:8][CH:7]=1)=[O:5].[CH3:25][Mg]Br.CCOCC>O1CCCC1>[C:4]([C:6]1[CH:11]=[CH:10][C:9]([C:12]2([NH:16][C:17](=[O:23])[O:18][C:19]([CH3:21])([CH3:22])[CH3:20])[CH2:15][CH2:14][CH2:13]2)=[CH:8][CH:7]=1)(=[O:5])[CH3:25]. Procedure: To a solution of tert-butyl (1-(4-(methoxy(methyl)carbamoyl)phenyl)cyclobutyl)carbamate (0.5 g, 1 eq.) in tetrahydrofuran (THF) (5 mL) cooled to 0° C. was slowly added a 1 M solution of methylmagnesium bromide in ether (4.5 mL, 3 eq.). The reaction mixture was stirred at room temperature overnight then quenched by the addition of saturated aqueous ammonium chloride (15 mL). The mixture was extracted with dichloromethane (2×25 mL). The combined extracts were dried over sodium sulfate, filtered an... Reactants: C(C)OC1=C(COC2=C3C(=NC=C2)C(=C(N3)C)C)C=CC=C1 (7-(2-ethoxybenzyloxy)-2,3-dimethyl-1H-pyrrolo[3,2-b]pyridine), ClC=1C=C(CBr)C=CC1 (3-chlorobenzyl bromide). Yields the product Cl.ClC=1C=C(CN2C(=C(C3=NC=CC(=C32)OCC3=C(C=CC=C3)OCC)C)C)C=CC1 (1-(3-chlorobenzyl)-7-(2-ethoxybenzyloxy)-2,3-dimethyl-1H-pyrrolo[3,2-b]pyridine hydrochloride). The yield is 79.8%. As a reaction SMILES: [CH2:1]([O:3][C:4]1[CH:22]=[CH:21][CH:20]=[CH:19][C:5]=1[CH2:6][O:7][C:8]1[CH:13]=[CH:12][N:11]=[C:10]2[C:14]([CH3:18])=[C:15]([CH3:17])[NH:16][C:9]=12)[CH3:2].[Cl:23][C:24]1[CH:25]=[C:26]([CH:29]=[CH:30][CH:31]=1)[CH2:27]Br>>[ClH:23].[Cl:23][C:24]1[CH:25]=[C:26]([CH:29]=[CH:30][CH:31]=1)[CH2:27][N:16]1[C:9]2[C:10](=[N:11][CH:12]=[CH:13][C:8]=2[O:7][CH2:6][C:5]2[CH:19]=[CH:20][CH:21]=[CH:22][C:4]=2[O:3][CH2:1][CH3:2])[C:14]([CH3:18])=[C:15]1[CH3:17] |f:2.3|. Procedure: In accordance with the same procedures as in Step 2 of Example 33, except for using 7-(2-ethoxybenzyloxy)-2,3-dimethyl-1H-pyrrolo[3,2-b]pyridine prepared in Step 2 and 3-chlorobenzyl bromide, the titled compound was obtained as a white solid. (Yield: 79.8%)